From a dataset of the Open Reaction Database (ORD), a public repository of structured organic reaction records. describe an organic reaction: reactants, conditions, products, and yield Starting materials: [Al+3], C1CCOC1, CC(C)=O, ClCCl, [H-], [H-], [H-], [H-], [Li+], COC(=O)c1cnc2sc(-c3ccccc3[N+](=O)[O-])nc2c1, [Na+], [Na+], O=S([O-])[O-]. As a reaction SMILES: [Al+3:24].[CH2:39]1[O:40][CH2:41][CH2:42][CH2:43]1.[CH3:29][C:30](=[O:31])[CH3:32].[Cl:44][CH2:45][Cl:46].[H-:23].[H-:26].[H-:27].[H-:28].[Li+:25].[N+:1](=[O:2])([O-:3])[c:4]1[c:5](-[c:10]2[s:11][c:12]3[n:13][cH:14][c:15]([C:19](=[O:20])[O:21][CH3:22])[cH:16][c:17]3[n:18]2)[cH:6][cH:7][cH:8][cH:9]1.[Na+:37].[Na+:38].[S:33]([O-:34])([O-:35])=[O:36]>>[N+:1](=[O:2])([O-:3])[c:4]1[c:5](-[c:10]2[s:11][c:12]3[n:13][cH:14][c:15]([CH2:19][OH:20])[cH:16][c:17]3[n:18]2)[cH:6][cH:7][cH:8][cH:9]1. Yields the product O=[N+]([O-])c1ccccc1-c1nc2cc(CO)cnc2s1. Starting materials: O=C(CCCCCCCOc1cccc2[nH]c3ccccc3c12)NOCc1ccccc1, [Pd]. Reaction SMILES: [CH2:1]([c:2]1[cH:3][cH:4][cH:5][cH:6][cH:7]1)[O:8][NH:9][C:10]([CH2:11][CH2:12][CH2:13][CH2:14][CH2:15][CH2:16][CH2:17][O:18][c:19]1[cH:20][cH:21][cH:22][c:23]2[nH:24][c:25]3[cH:26][cH:27][cH:28][cH:29][c:30]3[c:31]12)=[O:32].[Pd:33]>>[OH:8][NH:9][C:10]([CH2:11][CH2:12][CH2:13][CH2:14][CH2:15][CH2:16][CH2:17][O:18][c:19]1[cH:20][cH:21][cH:22][c:23]2[nH:24][c:25]3[cH:26][cH:27][cH:28][cH:29][c:30]3[c:31]12)=[O:32]. Yields the product O=C(CCCCCCCOc1cccc2[nH]c3ccccc3c12)NO.